describe an organic reaction: reactants, conditions, products, and yield From a dataset of the Open Reaction Database (ORD), a public repository of structured organic reaction records. Product: CC(C)CN(C(=O)c1nnn(-c2ccccc2)c1CO)C1CC(C(=O)O)CN(C(=O)OC(C)(C)C)C1. The reactants are C1CCOC1, CC(C)CN(C(=O)c1nnn(-c2ccccc2)c1CO)C1CN(C(=O)OC(C)(C)C)CC(C)(C(=O)[O-])C1, [Cl-], Cl, [NH4+], [Na+], [OH-]. As a reaction SMILES: [CH2:41]1[O:42][CH2:43][CH2:44][CH2:45]1.[CH3:1][C:2]1([C:35](=[O:36])[O-:37])[CH2:3][N:4]([C:28](=[O:29])[O:30][C:31]([CH3:32])([CH3:33])[CH3:34])[CH2:5][CH:6]([N:8]([CH2:9][CH:10]([CH3:11])[CH3:12])[C:13](=[O:14])[c:15]2[n:16][n:17][n:18](-[c:22]3[cH:23][cH:24][cH:25][cH:26][cH:27]3)[c:19]2[CH2:20][OH:21])[CH2:7]1.[Cl-:38].[ClH:40].[NH4+:39].[Na+:47].[OH-:46]>>[CH:2]1([C:35](=[O:36])[OH:37])[CH2:3][N:4]([C:28](=[O:29])[O:30][C:31]([CH3:32])([CH3:33])[CH3:34])[CH2:5][CH:6]([N:8]([CH2:9][CH:10]([CH3:11])[CH3:12])[C:13](=[O:14])[c:15]2[n:16][n:17][n:18](-[c:22]3[cH:23][cH:24][cH:25][cH:26][cH:27]3)[c:19]2[CH2:20][OH:21])[CH2:7]1. Starting materials: COc1cscc1C(=O)O, ClC(Cl)Cl, O=S(=O)(Cl)Cl. Yields the product COc1c(C(=O)O)csc1Cl. Reaction SMILES: [CH3:1][O:2][c:3]1[c:4]([C:8](=[O:9])[OH:10])[cH:5][s:6][cH:7]1.[CH:16]([Cl:17])([Cl:18])[Cl:19].[S:11]([Cl:12])(=[O:13])([Cl:14])=[O:15]>>[CH3:1][O:2][c:3]1[c:4]([C:8](=[O:9])[OH:10])[cH:5][s:6][c:7]1[Cl:14]. The reactants are C(C1=CC=CC=C1)OC1=CC=C(C(CNCCOC2=CC(=C(C=C2)O)C(N)=O)O)C=C1 (4-benzyloxy-α-[N-[2-(3-carbamoyl-4-hydroxy-phenoxy)-ethyl]-aminomethyl]-benzyl alcohol). Reagents/catalysts: [Pd] (palladium-on-charcoal). Solvent: CO (methanol). The product is C(N)(=O)C=1C=C(OCCNCC(C2=CC=C(C=C2)O)O)C=CC1O (α-[N-[2-(3-carbamoyl-4-hydroxy-phenoxy)-ethyl]aminomethyl]-4-hydroxybenzyl alcohol). RXN SMILES: C([O:8][C:9]1[CH:31]=[CH:30][C:12]([CH:13]([OH:29])[CH2:14][NH:15][CH2:16][CH2:17][O:18][C:19]2[CH:24]=[CH:23][C:22]([OH:25])=[C:21]([C:26](=[O:28])[NH2:27])[CH:20]=2)=[CH:11][CH:10]=1)C1C=CC=CC=1>CO.[Pd]>[C:26]([C:21]1[CH:20]=[C:19]([CH:24]=[CH:23][C:22]=1[OH:25])[O:18][CH2:17][CH2:16][NH:15][CH2:14][CH:13]([OH:29])[C:12]1[CH:30]=[CH:31][C:9]([OH:8])=[CH:10][CH:11]=1)(=[O:28])[NH2:27]. Procedure details: A solution of 7.2 g of 4-benzyloxy-α-[N-[2-(3-carbamoyl-4-hydroxy-phenoxy)-ethyl]-aminomethyl]-benzyl alcohol in 200 ml of methanol is hydrogenated analogously to Example 7 in the presence of palladium-on-charcoal catalyst (5%). Evaporation of the filtered solution yields crude α-[N-[2-(3-carbamoyl-4-hydroxy-phenoxy)-ethyl]aminomethyl]-4-hydroxybenzyl alcohol, which after recrystallisation from methanol/isopropanol melts at 194°-196°. Starting materials: N[C@H]1CC[C@H](CC1)NC(=O)C1=CNC2=C1N=CN=C2C2=C(C=CC(=C2)OC)OCC2CC2 (cis-4-(2-cyclopropylmethoxy-5-methoxy-phenyl)-5H-pyrrolo[3,2-d]pyrimidine-7-carboxylic acid (4-amino-cyclohexyl)-amide), C1(CC1)C(=O)Cl (cyclopropanecarbonyl chloride). Yields the product C1(CC1)C(=O)N[C@H]1CC[C@H](CC1)NC(=O)C1=CNC2=C1N=CN=C2C2=C(C=CC(=C2)OC)OCC2CC2 (cis-4-(2-Cyclopropylmethoxy-5-methoxy-phenyl)-5H-pyrrolo[3,2-d]pyrimidine-7-carboxylic acid [4-(cyclopropanecarbonyl-amino)cyclohexyl]-amide). RXN SMILES: [NH2:1][C@@H:2]1[CH2:7][CH2:6][C@H:5]([NH:8][C:9]([C:11]2[C:15]3[N:16]=[CH:17][N:18]=[C:19]([C:20]4[CH:25]=[C:24]([O:26][CH3:27])[CH:23]=[CH:22][C:21]=4[O:28][CH2:29][CH:30]4[CH2:32][CH2:31]4)[C:14]=3[NH:13][CH:12]=2)=[O:10])[CH2:4][CH2:3]1.[CH:33]1([C:36](Cl)=[O:37])[CH2:35][CH2:34]1>>[CH:33]1([C:36]([NH:1][C@@H:2]2[CH2:7][CH2:6][C@H:5]([NH:8][C:9]([C:11]3[C:15]4[N:16]=[CH:17][N:18]=[C:19]([C:20]5[CH:25]=[C:24]([O:26][CH3:27])[CH:23]=[CH:22][C:21]=5[O:28][CH2:29][CH:30]5[CH2:31][CH2:32]5)[C:14]=4[NH:13][CH:12]=3)=[O:10])[CH2:4][CH2:3]2)=[O:37])[CH2:35][CH2:34]1. Procedure details: Starting from cis-4-(2-cyclopropylmethoxy-5-methoxy-phenyl)-5H-pyrrolo[3,2-d]pyrimidine-7-carboxylic acid (4-amino-cyclohexyl)-amide (example A154) and cyclopropanecarbonyl chloride the title compound is obtained as colorless solid. The reactants are BrCC(=O)Br (2-bromoacetyl bromide), C(C)NCC (diethylamine), NC1=CC=CC=C1 (aniline), C1=C(C=CC2=CC=CC=C12)S(=O)(=O)Cl (naphthalene-2-sulfonyl chloride). The product is C(C)N(C(CN(C1=CC=CC=C1)S(=O)(=O)C1=CC2=CC=CC=C2C=C1)=O)CC (N,N-Diethyl-2-[(naphthalene-2-sulfonyl)-phenyl-amino]-acetamide). As a reaction SMILES: Br[CH2:2][C:3](Br)=[O:4].[CH2:6]([NH:8][CH2:9][CH3:10])[CH3:7].[NH2:11][C:12]1[CH:17]=[CH:16][CH:15]=[CH:14][CH:13]=1.[CH:18]1[C:27]2[C:22](=[CH:23][CH:24]=[CH:25][CH:26]=2)[CH:21]=[CH:20][C:19]=1[S:28](Cl)(=[O:30])=[O:29]>>[CH2:6]([N:8]([CH2:9][CH3:10])[C:3](=[O:4])[CH2:2][N:11]([S:28]([C:19]1[CH:20]=[CH:21][C:22]2[C:27](=[CH:26][CH:25]=[CH:24][CH:23]=2)[CH:18]=1)(=[O:30])=[O:29])[C:12]1[CH:17]=[CH:16][CH:15]=[CH:14][CH:13]=1)[CH3:7]. Reported procedure: prepared by reaction of 2-bromoacetyl bromide with diethylamine, aniline and naphthalene-2-sulfonyl chloride Starting materials: C(C=C)OCC(C#N)NC(C(CC(C)C)=NO)=O (3-allyloxy-2-(α-hydroxyiminoisocaproylamino)propionitrile). The solvent is C(C)(=O)O (acetic acid), C(C)(=O)O (acetic acid). Product: C(C=C)OCC1=C([N+](=C(C(N1)=O)CC(C)C)[O-])N (6-allyloxymethyl-5-amino-3-isobutyl-1,2-dihydropyrazin-2-one 4-oxide). Isolated yield 22.7%. RXN SMILES: [CH2:1]([O:4][CH2:5][CH:6]([NH:9][C:10](=[O:18])[C:11](=[N:16][OH:17])[CH2:12][CH:13]([CH3:15])[CH3:14])[C:7]#[N:8])[CH:2]=[CH2:3]>C(O)(=O)C>[CH2:1]([O:4][CH2:5][C:6]1[NH:9][C:10](=[O:18])[C:11]([CH2:12][CH:13]([CH3:14])[CH3:15])=[N+:16]([O-:17])[C:7]=1[NH2:8])[CH:2]=[CH2:3]. Reported procedure: To 220 ml of acetic acid was added 22 g of 3-allyloxy-2-(α-hydroxyiminoisocaproylamino)propionitrile. The mixture was subjected to a reaction for 1 hour at 85° C. After completion of the reaction, acetic acid was removed by evaporation under reduced pressure. The residue was purified by using Frorisil (60-100 mesh) (eluting solvent: 30 volume % ethyl acetate-n-hexane→ 60% volume of ethyl acetate-n-hexane), then washed with diethyl ether, followed by recrystallization from benzene, to obtain 5 g ...